This data is from the Open Reaction Database (ORD), a public repository of structured organic reaction records. The task is: describe an organic reaction: reactants, conditions, products, and yield The reactants are CC1(C)CCCC(C)(C)N1O, CCCC(NC(=O)C1C2CCCC2CN1C(=O)C(NC(=O)C(NC(=O)c1cnccn1)C1CCCCC1)C(C)(C)C)C(O)C(=O)NC1CC1, [O-]Cl, ClCCl, [Na+], [Na+], O=S([O-])O. Product: CCCC(NC(=O)C1C2CCCC2CN1C(=O)C(NC(=O)C(NC(=O)c1cnccn1)C1CCCCC1)C(C)(C)C)C(=O)C(=O)NC1CC1. As a reaction SMILES: [CH3:50][C:51]1([CH3:60])[N:52]([O:53])[C:54]([CH3:55])([CH3:56])[CH2:57][CH2:58][CH2:59]1.[CH:1]1([CH:7]([C:8](=[O:9])[NH:10][CH:11]([C:12](=[O:13])[N:14]2[CH:15]([C:22](=[O:23])[NH:24][CH:25]([CH:26]([C:27](=[O:28])[NH:29][CH:30]3[CH2:31][CH2:32]3)[OH:33])[CH2:34][CH2:35][CH3:36])[CH:16]3[CH:17]([CH2:18]2)[CH2:19][CH2:20][CH2:21]3)[C:37]([CH3:38])([CH3:39])[CH3:40])[NH:41][C:42](=[O:43])[c:44]2[n:45][cH:46][cH:47][n:48][cH:49]2)[CH2:2][CH2:3][CH2:4][CH2:5][CH2:6]1.[Cl:61][O-:62].[Cl:69][CH2:70][Cl:71].[Na+:63].[Na+:68].[S:64](=[O:65])([OH:66])[O-:67]>>[CH:1]1([CH:7]([C:8](=[O:9])[NH:10][CH:11]([C:12](=[O:13])[N:14]2[CH:15]([C:22](=[O:23])[NH:24][CH:25]([C:26]([C:27](=[O:28])[NH:29][CH:30]3[CH2:31][CH2:32]3)=[O:33])[CH2:34][CH2:35][CH3:36])[CH:16]3[CH:17]([CH2:18]2)[CH2:19][CH2:20][CH2:21]3)[C:37]([CH3:38])([CH3:39])[CH3:40])[NH:41][C:42](=[O:43])[c:44]2[n:45][cH:46][cH:47][n:48][cH:49]2)[CH2:2][CH2:3][CH2:4][CH2:5][CH2:6]1. Starting materials: Benzyl ethers, Cl (HCl), OC1=CC=C(C=C1)CC(=O)OC (methyl 4-hydroxyphenylacetate), C(C1=CC=CC=C1)Cl (benzyl chloride), C(=O)([O-])[O-].[K+].[K+] (K2CO3). Run in C(C)O (ethanol). Yields the product C(C1=CC=CC=C1)OC1=CC=C(C=C1)CC(=O)OC (methyl 4-benzyloxyphenylacetate). As a reaction SMILES: [OH:1][C:2]1[CH:7]=[CH:6][C:5]([CH2:8][C:9]([O:11][CH3:12])=[O:10])=[CH:4][CH:3]=1.[CH2:13](Cl)[C:14]1[CH:19]=[CH:18][CH:17]=[CH:16][CH:15]=1.C([O-])([O-])=O.[K+].[K+].Cl>C(O)C>[CH2:13]([O:1][C:2]1[CH:3]=[CH:4][C:5]([CH2:8][C:9]([O:11][CH3:12])=[O:10])=[CH:6][CH:7]=1)[C:14]1[CH:19]=[CH:18][CH:17]=[CH:16][CH:15]=1 |f:2.3.4|. Procedure: Benzyl ethers may conveniently be used to protect --YH groups. For example, methyl 4-hydroxyphenylacetate (0.2 mol) is heated at reflux with 25 g benzyl chloride (0.2 mol) and 25 g K2CO3 (0.2 mol) in 100 mL ethanol. The product is added to dilute aqueous HCl, extracted with ether, and purified by silica gel chromatography to yield methyl 4-benzyloxyphenylacetate (7).